This data is from the Open Reaction Database (ORD), a public repository of structured organic reaction records. The task is: describe an organic reaction: reactants, conditions, products, and yield Reactants: COC(=O)c1cc(Cl)cc2c1NC(c1cccc(-c3ccc(N(C)C)cc3)c1)C(C)(C)C2, CO, Cl, [Na+], C1CCOC1, [OH-], O. Yields the product CN(C)c1ccc(-c2cccc(C3Nc4c(cc(Cl)cc4C(=O)O)CC3(C)C)c2)cc1. Reaction SMILES: [CH3:1][O:2][C:3](=[O:4])[c:5]1[cH:6][c:7]([Cl:32])[cH:8][c:9]2[c:14]1[NH:13][CH:12]([c:15]1[cH:16][c:17](-[c:21]3[cH:22][cH:23][c:24]([N:27]([CH3:28])[CH3:29])[cH:25][cH:26]3)[cH:18][cH:19][cH:20]1)[C:11]([CH3:30])([CH3:31])[CH2:10]2.[CH3:36][OH:37].[ClH:35].[Na+:34].[O:38]1[CH2:39][CH2:40][CH2:41][CH2:42]1.[OH-:33].[OH2:43]>>[O:2]=[C:3]([OH:4])[c:5]1[cH:6][c:7]([Cl:32])[cH:8][c:9]2[c:14]1[NH:13][CH:12]([c:15]1[cH:16][c:17](-[c:21]3[cH:22][cH:23][c:24]([N:27]([CH3:28])[CH3:29])[cH:25][cH:26]3)[cH:18][cH:19][cH:20]1)[C:11]([CH3:30])([CH3:31])[CH2:10]2. Reaction SMILES: [Br:1][CH:2]([C:7]([CH:9]1[CH2:11][CH2:10]1)=O)[C:3]([O:5][CH3:6])=[O:4].[NH2:12][C:13]([NH2:15])=[S:14]>C(O)C>[BrH:1].[NH2:15][C:13]1[S:14][C:2]([C:3]([O:5][CH3:6])=[O:4])=[C:7]([CH:9]2[CH2:11][CH2:10]2)[N:12]=1 |f:3.4|. Yields the product Br.NC=1SC(=C(N1)C1CC1)C(=O)OC (methyl 2-amino-4-cyclopropyl-1,3-thiazole-5-carboxylate monohydrobromide). Reactants: BrC(C(=O)OC)C(=O)C1CC1 (Methyl 2-bromo-3-cyclopropyl-3-oxopropanoate), NC(=S)N (thiourea). Isolated yield 85.4%. Run at temperature 80 celsius, time 8 hour. Reported procedure: Methyl 2-bromo-3-cyclopropyl-3-oxopropanoate (3.3 g) and thiourea (900 mg) were dissolved in ethanol (20 ml) followed by stirring at 80° C. overnight. After cooling to room temperature, the solvent was evaporated under reduced pressure, and the residue was washed with isopropanol to obtain, as a grayish white solid, methyl 2-amino-4-cyclopropyl-1,3-thiazole-5-carboxylate monohydrobromide (2.82 g). Solvent: C(C)O (ethanol). Starting materials: CC(C)(C)OC(=O)Nc1ncc(Br)nc1C#N, CS(C)=O, [F-], [K+]. Product: CC(C)(C)OC(=O)Nc1ncc(F)nc1C#N. As a reaction SMILES: [Br:1][c:2]1[n:3][c:4]([C:16]#[N:17])[c:5]([NH:8][C:9]([O:10][C:11]([CH3:12])([CH3:13])[CH3:14])=[O:15])[n:6][cH:7]1.[CH3:20][S:21](=[O:22])[CH3:23].[F-:18].[K+:19]>>[c:2]1([F:18])[n:3][c:4]([C:16]#[N:17])[c:5]([NH:8][C:9]([O:10][C:11]([CH3:12])([CH3:13])[CH3:14])=[O:15])[n:6][cH:7]1.